From a dataset of the Open Reaction Database (ORD), a public repository of structured organic reaction records. describe an organic reaction: reactants, conditions, products, and yield Starting materials: OC=1C=C(C=C(C1O)[N+](=O)[O-])C(C(=O)OCCCCCC)=O (n-hexyl 3,4-dihydroxy-5-nitrophenylglyoxylate), NC1=C(C=CC=C1)O (2-aminophenol). Yields the product OC=1C=C(C=C(C1O)[N+](=O)[O-])C=1C(OC2=C(N1)C=CC=C2)=O (3-(3,4-dihydroxy-5-nitrophenyl)-2H-1,4-benzoxazin-2-one). As a reaction SMILES: [OH:1][C:2]1[CH:3]=[C:4]([C:12](=O)[C:13]([O:15][CH2:16][CH2:17][CH2:18][CH2:19][CH2:20][CH3:21])=[O:14])[CH:5]=[C:6]([N+:9]([O-:11])=[O:10])[C:7]=1[OH:8].[NH2:23]C1C=CC=CC=1O>>[OH:1][C:2]1[CH:3]=[C:4]([C:12]2[C:13](=[O:14])[O:15][C:16]3[CH:17]=[CH:18][CH:19]=[CH:20][C:21]=3[N:23]=2)[CH:5]=[C:6]([N+:9]([O-:11])=[O:10])[C:7]=1[OH:8]. Procedure: A mixture of 3.93 g of n-hexyl 3,4-dihydroxy-5-nitrophenylglyoxylate and 1.38 g of 2-aminophenol is melted at 120° while stirring. The melt crystallizes after 5 minutes. After 2 hours it is cooled and recrystallized from methanol. There is obtained 3-(3,4-dihydroxy-5-nitrophenyl)-2H-1,4-benzoxazin-2-one of m.p. 202°-204°. The reactants are CCOC(=O)C1CCC(=O)CC1, O=C(O)C(F)(F)F, O=C(CNc1nn(CC(F)(F)F)c2ccc(C(F)(F)F)cc12)NC1CNC1. The product is CCOC(=O)C1CCC(N2CC(NC(=O)CNc3nn(CC(F)(F)F)c4ccc(C(F)(F)F)cc34)C2)CC1. As a reaction SMILES: [CH2:35]([CH3:36])[O:37][C:38](=[O:39])[CH:40]1[CH2:41][CH2:42][C:43](=[O:46])[CH2:44][CH2:45]1.[F:28][C:29]([F:30])([F:31])[C:32]([OH:33])=[O:34].[NH:1]1[CH2:2][CH:3]([NH:5][C:6]([CH2:7][NH:8][c:9]2[n:10][n:11]([CH2:22][C:23]([F:24])([F:25])[F:26])[c:12]3[cH:13][cH:14][c:15]([C:18]([F:19])([F:20])[F:21])[cH:16][c:17]23)=[O:27])[CH2:4]1>>[N:1]1([CH:43]2[CH2:42][CH2:41][CH:40]([C:38]([O:37][CH2:35][CH3:36])=[O:39])[CH2:45][CH2:44]2)[CH2:2][CH:3]([NH:5][C:6]([CH2:7][NH:8][c:9]2[n:10][n:11]([CH2:22][C:23]([F:24])([F:25])[F:26])[c:12]3[cH:13][cH:14][c:15]([C:18]([F:19])([F:20])[F:21])[cH:16][c:17]23)=[O:27])[CH2:4]1. The reactants are CCO, COC(OC)c1cc([N+](=O)[O-])cc(C(F)(F)F)c1. The product is COC(OC)c1cc(N)cc(C(F)(F)F)c1. Reaction SMILES: [CH3:19][CH2:20][OH:21].[CH3:1][O:2][CH:3]([c:4]1[cH:5][c:6]([N+:14]([O-:15])=[O:16])[cH:7][c:8]([C:10]([F:11])([F:12])[F:13])[cH:9]1)[O:17][CH3:18]>>[CH3:1][O:2][CH:3]([c:4]1[cH:5][c:6]([NH2:14])[cH:7][c:8]([C:10]([F:11])([F:12])[F:13])[cH:9]1)[O:17][CH3:18]. Procedure details: A mixture of ethyl 5-(2-thienyl)-2,4-pentdienoate (20.20 g), 10% palladium hydroxide (Pd(OH)2) (2.04 g), THF (200 ml), MeOH (100 ml) and 1 N HCl (10 ml) was stirred at r.t. under nitrogen atmosphere for 3.5 hours. After removal of insoluble solids, the filtrate was evaporated in vacuo, and the residue was dissolved with a mixture of AcOEt and water. The organic layer was washed with saturated aqueous solution of NaHCO3, water and brine, and dried over MgSO4, and evaporated in vacuo to give ethyl... Yields the product S1C(=CC=C1)CCCCC(=O)OCC (ethyl 5-(2-thienyl)pentanoate). Reagents/catalysts: [OH-].[Pd+2].[OH-] (palladium hydroxide). Reaction conditions: time 3.5 hour. RXN SMILES: [S:1]1[CH:5]=[CH:4][CH:3]=[C:2]1[CH:6]=[CH:7][CH:8]=[CH:9][C:10]([O:12][CH2:13][CH3:14])=[O:11].C1COCC1.Cl>[OH-].[Pd+2].[OH-].CO>[S:1]1[CH:5]=[CH:4][CH:3]=[C:2]1[CH2:6][CH2:7][CH2:8][CH2:9][C:10]([O:12][CH2:13][CH3:14])=[O:11] |f:3.4.5|. The reactants are S1C(=CC=C1)C=CC=CC(=O)OCC (ethyl 5-(2-thienyl)-2,4-pentdienoate), C1CCOC1 (THF), Cl (HCl). Run in CO (MeOH). The yield is 76.2%. Starting materials: [BH4-], CO, Cn1nc(C(F)(F)F)c(C=O)c1F, [Na+], O. Product: Cn1nc(C(F)(F)F)c(CO)c1F. RXN SMILES: [BH4-:1].[CH3:17][OH:18].[F:3][c:4]1[c:5]([CH:14]=[O:15])[c:6]([C:10]([F:11])([F:12])[F:13])[n:7][n:8]1[CH3:9].[Na+:2].[OH2:16]>>[F:3][c:4]1[c:5]([CH2:14][OH:15])[c:6]([C:10]([F:11])([F:12])[F:13])[n:7][n:8]1[CH3:9]. Starting materials: COS(=O)(=O)OC, CCO, [K+], Cc1cccc(Oc2ccccc2)c1O, [OH-]. The product is COc1c(C)cccc1Oc1ccccc1. RXN SMILES: [CH3:16][O:17][S:18]([O:19][CH3:20])(=[O:21])=[O:22].[CH3:25][CH2:26][OH:27].[K+:24].[O:1]([c:2]1[cH:3][cH:4][cH:5][cH:6][cH:7]1)[c:8]1[cH:9][cH:10][cH:11][c:12]([CH3:15])[c:13]1[OH:14].[OH-:23]>>[O:1]([c:2]1[cH:3][cH:4][cH:5][cH:6][cH:7]1)[c:8]1[cH:9][cH:10][cH:11][c:12]([CH3:15])[c:13]1[O:14][CH3:16]. The reactants are CCCCCC.COC(C)(C)C (hexane MTBE), CCN(C(C)C)C(C)C (DIEA), C1(=CC=CC=C1)CC(=O)OCC (ethyl phenylacetate), O(S(=O)(=O)C(F)(F)F)C1CCCC1 (cyclopentyl triflate), n-BuLi hexanes. The solvent is C1CCOC1.CN1CCCN(C1=O)C (THF DMPU), C1CCOC1.CN1CCCN(C1=O)C (THF DMPU), C1CCOC1.CN1CCCN(C1=O)C (THF DMPU). Conditions: temperature -78 celsius, time 10 minute. Yields the product COC(C(CC1CCCC1)C1=CC=CC=C1)=O (3-cyclopentyl-2-phenylpropionic acid methyl ester). Reaction SMILES: CCN(C(C)C)C(C)C.[C:10]1([CH2:16][C:17]([O:19][CH2:20]C)=[O:18])[CH:15]=[CH:14][CH:13]=[CH:12][CH:11]=1.O(C1CCCC1)S(C(F)(F)F)(=O)=O.[CH3:35][CH2:36][CH2:37][CH2:38][CH2:39][CH3:40].COC(C)(C)C>C1COCC1.CN1C(=O)N(C)CCC1>[CH3:20][O:19][C:17](=[O:18])[CH:16]([C:10]1[CH:11]=[CH:12][CH:13]=[CH:14][CH:15]=1)[CH2:35][CH:36]1[CH2:40][CH2:39][CH2:38][CH2:37]1 |f:3.4,5.6|. Procedure: To a 500 mL round bottom flask containing 250 mL of 9:1 THF/DMPU at −78° C. is added 17 mL DIEA followed by rapid addition of 49 mL of 2.5 M n-BuLi/hexanes. After 10 min at −78° C., a solution of ethyl phenylacetate (17.0 g, 113 mmol) in 50 mL of 9:1 THF/DMPU is added dropwise over 15-20 min. A yellow solution results, and the reaction mixture is stirred at −78° C. for 30-45 min. A solution of 26.7 g (115 mmol) of freshly prepared cyclopentyl triflate (title B compound in Example 1) in 25 mL 9:1...